This data is from the Open Reaction Database (ORD), a public repository of structured organic reaction records. The task is: describe an organic reaction: reactants, conditions, products, and yield Starting materials: CCO, COC(=O)c1ccc(CN=[N+]=[N-])c(OC)c1. Yields the product COC(=O)c1ccc(CN)c(OC)c1. Reaction SMILES: [CH3:17][CH2:18][OH:19].[CH3:1][O:2][C:3]([c:4]1[cH:5][c:6]([O:14][CH3:15])[c:7]([CH2:10][N:11]=[N+:12]=[N-:13])[cH:8][cH:9]1)=[O:16]>>[CH3:1][O:2][C:3]([c:4]1[cH:5][c:6]([O:14][CH3:15])[c:7]([CH2:10][NH2:11])[cH:8][cH:9]1)=[O:16].